Dataset: the Open Reaction Database (ORD), a public repository of structured organic reaction records. Task: describe an organic reaction: reactants, conditions, products, and yield Reactants: BrCc1nc2ccccc2s1, CCOC(C)=O, CN(C)C=O, [H-], Nc1ccc2c(O)cccc2c1, [Na+]. Yields the product Nc1ccc2c(OCc3nc4ccccc4s3)cccc2c1. As a reaction SMILES: [Br:15][CH2:16][c:17]1[s:18][c:19]2[c:20]([n:21]1)[cH:22][cH:23][cH:24][cH:25]2.[CH2:31]([O:32][C:33](=[O:34])[CH3:35])[CH3:36].[CH3:26][N:27]([CH3:28])[CH:29]=[O:30].[H-:1].[NH2:3][c:4]1[cH:5][c:6]2[cH:7][cH:8][cH:9][c:10]([OH:14])[c:11]2[cH:12][cH:13]1.[Na+:2]>>[NH2:3][c:4]1[cH:5][c:6]2[cH:7][cH:8][cH:9][c:10]([O:14][CH2:16][c:17]3[s:18][c:19]4[c:20]([n:21]3)[cH:22][cH:23][cH:24][cH:25]4)[c:11]2[cH:12][cH:13]1. The reactants are O1CC1COC=1SC=CN1 (1,2-epoxy-3-(thiazol-2-oxy)-propane), C(O)CN (ethanolamine), O1CC1COC=1SC=CN1 (1,2-epoxy-3-(thiazol-2-oxy)-propane). Run in C(C)O (ethanol). Yields the product crude residue, OCCNCC(COC=1SC=CN1)O (1-(β-hydroxyethylamino)-3-(thiazol-2-oxy)-2-propanol). Reaction SMILES: [CH2:1]([CH2:3][NH2:4])[OH:2].[O:5]1[CH:7]([CH2:8][O:9][C:10]2[S:11][CH:12]=[CH:13][N:14]=2)[CH2:6]1>C(O)C>[OH:2][CH2:1][CH2:3][NH:4][CH2:6][CH:7]([OH:5])[CH2:8][O:9][C:10]1[S:11][CH:12]=[CH:13][N:14]=1. Procedure: This example illustrates further methods according to the invention of preparing the compounds of formula I of the invention. In this example 0.6 g. of ethanolamine is added to a solution of 0.3 g. of 1,2-epoxy-3-(thiazol-2-oxy)-propane in 20 ml. of anhydrous absolute ethanol at 20°C. The resulting mixture is monitored by thin-layer chromatographic analysis and allowed to stand until conversion of 1,2-epoxy-3-(thiazol-2-oxy)-propane is essentially complete. The mixture is then evaporated to dryn...